Dataset: the Open Reaction Database (ORD), a public repository of structured organic reaction records. Task: describe an organic reaction: reactants, conditions, products, and yield Procedure details: Sodium hydride (0.0699 g, 2.91 mol) was added portionwise at 0° C. to benzyl 1-cyclohexyl-4-oxo-1,3,8-triazaspiro[4.5]decane-8-carboxylate (1.03 g, 2.77 mmol) in N,N-dimethylformamide (5 mL) and stirred at 0° C. for 10 minutes. tert-Butyl 3-(bromomethyl)benzoate (0.75 g, 2.77 mmol) was added dropwise at 0° C., the mixture allowed to warm to room temperature, and stirred overnight. The reaction was diluted with water and extracted with ethyl acetate. The extracts were washed with water and brine,... Isolated yield 88.0%. Reaction conditions: temperature 0 celsius, time 10 minute. The reactants are [H-].[Na+] (Sodium hydride), C1(CCCCC1)N1CNC(C12CCN(CC2)C(=O)OCC2=CC=CC=C2)=O (benzyl 1-cyclohexyl-4-oxo-1,3,8-triazaspiro[4.5]decane-8-carboxylate), BrCC=1C=C(C(=O)OC(C)(C)C)C=CC1 (tert-Butyl 3-(bromomethyl)benzoate). Run in O (water), CN(C=O)C (N,N-dimethylformamide). Product: C(C)(C)(C)OC(=O)C=1C=C(CN2CN(C3(C2=O)CCN(CC3)C(=O)OCC3=CC=CC=C3)C3CCCCC3)C=CC1 (benzyl 3-(3-(tert-butoxycarbonyl)benzyl)-1-cyclohexyl-4-oxo-1,3,8-triazaspiro[4.5]decane-8-carboxylate). RXN SMILES: [H-].[Na+].[CH:3]1([N:9]2[C:13]3([CH2:18][CH2:17][N:16]([C:19]([O:21][CH2:22][C:23]4[CH:28]=[CH:27][CH:26]=[CH:25][CH:24]=4)=[O:20])[CH2:15][CH2:14]3)[C:12](=[O:29])[NH:11][CH2:10]2)[CH2:8][CH2:7][CH2:6][CH2:5][CH2:4]1.Br[CH2:31][C:32]1[CH:33]=[C:34]([CH:42]=[CH:43][CH:44]=1)[C:35]([O:37][C:38]([CH3:41])([CH3:40])[CH3:39])=[O:36]>CN(C)C=O.O>[C:38]([O:37][C:35]([C:34]1[CH:33]=[C:32]([CH:44]=[CH:43][CH:42]=1)[CH2:31][N:11]1[C:12](=[O:29])[C:13]2([CH2:18][CH2:17][N:16]([C:19]([O:21][CH2:22][C:23]3[CH:24]=[CH:25][CH:26]=[CH:27][CH:28]=3)=[O:20])[CH2:15][CH2:14]2)[N:9]([CH:3]2[CH2:4][CH2:5][CH2:6][CH2:7][CH2:8]2)[CH2:10]1)=[O:36])([CH3:41])([CH3:39])[CH3:40] |f:0.1|. Starting materials: [Br-], CC=CC=O, [Cl-], [NH4+], [Mg+]c1ccccc1. Product: CC=CC(O)c1ccccc1. As a reaction SMILES: [Br-:1].[CH:9]([CH:10]=[CH:11][CH3:12])=[O:13].[Cl-:14].[NH4+:15].[c:2]1([Mg+:8])[cH:3][cH:4][cH:5][cH:6][cH:7]1>>[c:2]1([CH:9]([CH:10]=[CH:11][CH3:12])[OH:13])[cH:3][cH:4][cH:5][cH:6][cH:7]1. The reactants are C(C)OC(C(CC1=CC=C(C=C1)O)(OC1=CC=C(C=C1)OC(F)(F)F)C)=O (3-(4-hydroxy-phenyl)-2-methyl-2-(4-trifluoromethoxy-phenoxy)-propionic acid ethyl ester), CC1=C(N=C(O1)C=1SC=CC1)CCOS(=O)(=O)C1=CC=C(C=C1)C (toluene-4-sulfonic acid 2-(5-methyl-2-thiophen-2-yl-oxazol-4-yl)-ethyl ester), [K+].[Br-] (KBr). Yields the product CC(C(=O)O)(CC1=CC=C(C=C1)OCCC=1N=C(OC1C)C=1SC=CC1)OC1=CC=C(C=C1)OC(F)(F)F (2-Methyl-3-{4-[2-(5-methyl-2-thiophen-2-yl-oxazol-4-yl)-ethoxy]-phenyl}-2-(4-trifluoromethoxy-phenoxy)-propionic acid). RXN SMILES: C([O:3][C:4](=[O:27])[C:5]([CH3:26])([O:14][C:15]1[CH:20]=[CH:19][C:18]([O:21][C:22]([F:25])([F:24])[F:23])=[CH:17][CH:16]=1)[CH2:6][C:7]1[CH:12]=[CH:11][C:10]([OH:13])=[CH:9][CH:8]=1)C.[CH3:28][C:29]1[O:33][C:32]([C:34]2[S:35][CH:36]=[CH:37][CH:38]=2)=[N:31][C:30]=1[CH2:39][CH2:40]OS(C1C=CC(C)=CC=1)(=O)=O.[K+].[Br-]>>[CH3:26][C:5]([O:14][C:15]1[CH:20]=[CH:19][C:18]([O:21][C:22]([F:25])([F:23])[F:24])=[CH:17][CH:16]=1)([CH2:6][C:7]1[CH:12]=[CH:11][C:10]([O:13][CH2:40][CH2:39][C:30]2[N:31]=[C:32]([C:34]3[S:35][CH:36]=[CH:37][CH:38]=3)[O:33][C:29]=2[CH3:28])=[CH:9][CH:8]=1)[C:4]([OH:3])=[O:27] |f:2.3|. Procedure details: The title compound was prepared from 3-(4-hydroxy-phenyl)-2-methyl-2-(4-trifluoromethoxy-phenoxy)-propionic acid ethyl ester and toluene-4-sulfonic acid 2-(5-methyl-2-thiophen-2-yl-oxazol-4-yl)-ethyl ester using the procedure of Example 42. 1H NMR (400 MHz, CDCl3) δ 7.70-7.67 (m, 1H), 7.41 (dd, 1H, J=5.2, 1.2 Hz), 7.17 (d, 2H, J=8.8 Hz), 7.11-7.07 (m, 3H), 6.90 (d, 2H, J=8.8 Hz), 6.83 (d, 2H, J=8.8 Hz), 4.20 (t, 2H, J=6.6 Hz), 3.25 and 3.14 (d of Abq, 2H, J=14.0 Hz), 2.99 (t, 2H, J=6.4 Hz), 2.37...